From a dataset of the Open Reaction Database (ORD), a public repository of structured organic reaction records. describe an organic reaction: reactants, conditions, products, and yield The reactants are [Br-], O=C1CCC(N(Cc2ccccc2)Cc2ccccc2)CC1, C[Mg+], [Cl-], [NH4+]. Yields the product CC1(O)CCC(N(Cc2ccccc2)Cc2ccccc2)CC1. Reaction SMILES: [Br-:1].[CH2:4]([c:5]1[cH:6][cH:7][cH:8][cH:9][cH:10]1)[N:11]([CH:12]1[CH2:13][CH2:14][C:15](=[O:18])[CH2:16][CH2:17]1)[CH2:19][c:20]1[cH:21][cH:22][cH:23][cH:24][cH:25]1.[CH3:2][Mg+:3].[Cl-:26].[NH4+:27]>>[CH3:2][C:15]1([OH:18])[CH2:14][CH2:13][CH:12]([N:11]([CH2:4][c:5]2[cH:6][cH:7][cH:8][cH:9][cH:10]2)[CH2:19][c:20]2[cH:21][cH:22][cH:23][cH:24][cH:25]2)[CH2:17][CH2:16]1. Starting materials: ClC1=C(C=C(N=N1)C(C=1C=CC(=C(C#N)C1)F)C#N)CC (5-[(6-chloro-5-ethylpyridazin-3-yl)(cyano)methyl]-2-fluorobenzonitrile), CC(=O)[O-].[Na+] (NaOAc), [OH-].[Na+] (NaOH). Run in O (H2O), CCOC(=O)C (EtOAc), Cl (HCl), CC(=O)O (AcOH), Cl (HCl), O (H2O). Conditions: time 10 minute. Product: C(C)C1=CC(=NNC1=O)CC=1C=CC(=C(C(=O)O)C1)F (5-[(5-ethyl-6-oxo-1,6-dihydropyridazin-3-yl)methyl]-2-fluorobenzoic acid). RXN SMILES: Cl[C:2]1[N:7]=[N:6][C:5]([CH:8](C#N)[C:9]2[CH:10]=[CH:11][C:12]([F:17])=C([CH:16]=2)C#N)=[CH:4][C:3]=1[CH2:20][CH3:21].[CH3:22][C:23]([O-:25])=[O:24].[Na+].[OH-:27].[Na+]>CC(O)=O.Cl.O.CCOC(C)=O>[CH2:20]([C:3]1[C:2](=[O:27])[NH:7][N:6]=[C:5]([CH2:8][C:9]2[CH:10]=[CH:11][C:12]([F:17])=[C:22]([CH:16]=2)[C:23]([OH:25])=[O:24])[CH:4]=1)[CH3:21] |f:1.2,3.4|. Reported procedure: A mixture of A1 (1 eq) in AcOH, conc. HCl and H2O (1:2:1, 0.065 M) was heated at reflux overnight, then cooled to RT and diluted with H2O and EtOAc and separated. The aqueous phase was washed with EtOAc and the combined extracts were washed with brine, dried (Na2SO4), and concentrated under reduced pressure. The crude was dissolved in AcOH and NaOAc (2 eq) was added. The resulting solution was heated at reflux for 1 hr. The reaction mixture was cooled and the mixture was extracted with EtOAc. Th...